Dataset: the Open Reaction Database (ORD), a public repository of structured organic reaction records. Task: describe an organic reaction: reactants, conditions, products, and yield Reactants: CC(C)(C)OC(=O)NC1CCC(O)CC1, C1CCOC1, CCOC(=O)N=NC(=O)OCC, c1ccc(P(c2ccccc2)c2ccccc2)cc1, [N-]=[N+]=NP(=O)(c1ccccc1)c1ccccc1. Product: CC(C)(C)OC(=O)NC1CCC(N=[N+]=[N-])CC1. Reaction SMILES: [C:1]([CH3:2])([CH3:3])([CH3:4])[O:5][C:6]([NH:7][CH:8]1[CH2:9][CH2:10][CH:11]([OH:14])[CH2:12][CH2:13]1)=[O:15].[CH2:64]1[O:65][CH2:66][CH2:67][CH2:68]1.[O:35]=[C:36]([O:37][CH2:38][CH3:39])[N:40]=[N:41][C:42]([O:43][CH2:44][CH3:45])=[O:46].[c:16]1([P:17]([c:18]2[cH:19][cH:20][cH:21][cH:22][cH:23]2)[c:24]2[cH:25][cH:26][cH:27][cH:28][cH:29]2)[cH:30][cH:31][cH:32][cH:33][cH:34]1.[c:47]1([P:48]([c:49]2[cH:50][cH:51][cH:52][cH:53][cH:54]2)(=[O:55])[N:61]=[N+:62]=[N-:63])[cH:56][cH:57][cH:58][cH:59][cH:60]1>>[C:1]([CH3:2])([CH3:3])([CH3:4])[O:5][C:6]([NH:7][CH:8]1[CH2:9][CH2:10][CH:11]([N:61]=[N+:62]=[N-:63])[CH2:12][CH2:13]1)=[O:15]. Starting materials: C#Cc1ncc(C2=CCC(C)CC2)cc1F, CC1(O)CCN(CCOc2ccc(I)cc2)CC1. The product is CC1CC=C(c2cnc(C#Cc3ccc(OCCN4CCC(C)(O)CC4)cc3)c(F)c2)CC1. As a reaction SMILES: [C:1](#[CH:2])[c:3]1[n:4][cH:5][c:6]([C:10]2=[CH:11][CH2:12][CH:13]([CH3:16])[CH2:14][CH2:15]2)[cH:7][c:8]1[F:9].[I:17][c:18]1[cH:19][cH:20][c:21]([O:22][CH2:23][CH2:24][N:25]2[CH2:26][CH2:27][C:28]([OH:31])([CH3:32])[CH2:29][CH2:30]2)[cH:33][cH:34]1>>[C:1](#[C:2][c:18]1[cH:19][cH:20][c:21]([O:22][CH2:23][CH2:24][N:25]2[CH2:26][CH2:27][C:28]([OH:31])([CH3:32])[CH2:29][CH2:30]2)[cH:33][cH:34]1)[c:3]1[n:4][cH:5][c:6]([C:10]2=[CH:11][CH2:12][CH:13]([CH3:16])[CH2:14][CH2:15]2)[cH:7][c:8]1[F:9].